This data is from the Open Reaction Database (ORD), a public repository of structured organic reaction records. The task is: describe an organic reaction: reactants, conditions, products, and yield The reactants are CC(C)(C)OC(=O)NC(Cc1ccc(O)cc1)C(=O)O, CC(C)COC(=O)Cl, CN1CCOCC1, CN(C)CCN, CN(C)C=O, Cl, COC(=O)CNC(=O)C(N)CCSC. The product is COC(=O)CNC(=O)C(CCSC)NC(=O)C(Cc1ccc(O)cc1)NC(=O)OC(C)(C)C. RXN SMILES: [C:1](=[O:2])([O:3][C:4]([CH3:5])([CH3:6])[CH3:7])[NH:8][CH:9]([CH2:10][c:11]1[cH:12][cH:13][c:14]([OH:17])[cH:15][cH:16]1)[C:18](=[O:19])[OH:20].[CH2:28]([O:29][C:30]([Cl:31])=[O:32])[CH:33]([CH3:34])[CH3:35].[CH3:21][N:22]1[CH2:23][CH2:24][O:25][CH2:26][CH2:27]1.[CH3:51][N:52]([CH3:53])[CH2:54][CH2:55][NH2:56].[CH3:57][N:58]([CH3:59])[CH:60]=[O:61].[ClH:36].[NH2:37][CH:38]([CH2:39][CH2:40][S:41][CH3:42])[C:43](=[O:44])[NH:45][CH2:46][C:47](=[O:48])[O:49][CH3:50]>>[C:1](=[O:2])([O:3][C:4]([CH3:5])([CH3:6])[CH3:7])[NH:8][CH:9]([CH2:10][c:11]1[cH:12][cH:13][c:14]([OH:17])[cH:15][cH:16]1)[C:18](=[O:20])[NH:37][CH:38]([CH2:39][CH2:40][S:41][CH3:42])[C:43](=[O:44])[NH:45][CH2:46][C:47](=[O:48])[O:49][CH3:50].